From a dataset of the Open Reaction Database (ORD), a public repository of structured organic reaction records. describe an organic reaction: reactants, conditions, products, and yield The reactants are CCN=C=NCCCN(C)C (EDCI), N1C=CC2=CC(=CC=C12)C(=O)O (Indole-5-carboxylic acid), C(CCC)(=O)C1(CCNCC1)C1=CC=CC=C1 (4-butyryl-4-phenylpiperidine). Reagents/catalysts: CN(C)C=1C=CN=CC1 (DMAP). Run in ClCCl (dichloromethane). Run at time 8 hour. The product is N1C=CC2=CC(=CC=C12)C(=O)N1CCC(CC1)(C1=CC=CC=C1)C(CCC)=O (1-[1-(1H-Indole-5-carbonyl)-4-phenyl-piperidin-4-yl]-butan-1-one). Reaction SMILES: [NH:1]1[C:9]2[C:4](=[CH:5][C:6]([C:10]([OH:12])=O)=[CH:7][CH:8]=2)[CH:3]=[CH:2]1.[C:13]([C:18]1([C:24]2[CH:29]=[CH:28][CH:27]=[CH:26][CH:25]=2)[CH2:23][CH2:22][NH:21][CH2:20][CH2:19]1)(=[O:17])[CH2:14][CH2:15][CH3:16].CCN=C=NCCCN(C)C>ClCCl.CN(C1C=CN=CC=1)C>[NH:1]1[C:9]2[C:4](=[CH:5][C:6]([C:10]([N:21]3[CH2:22][CH2:23][C:18]([C:13](=[O:17])[CH2:14][CH2:15][CH3:16])([C:24]4[CH:25]=[CH:26][CH:27]=[CH:28][CH:29]=4)[CH2:19][CH2:20]3)=[O:12])=[CH:7][CH:8]=2)[CH:3]=[CH:2]1. Reported procedure: Indole-5-carboxylic acid (177 mg, 1.1 mmole) and 4-butyryl-4-phenylpiperidine (231 mg, 1.0 mmole) were dissolved in 10 ml dichloromethane. To this solution was added catalytic DMAP and EDCI (330 mg, 1.1 mmole). The resulting solution was then stirred at room temperature overnight. The reaction was worked up by washing sequentially with 1N HCl, saturated sodium bicarbonate, and saturated sodium chloride. The compound was then purified by flash chromatography on silica gel (40:1 CHCl3/MeOH). 1H NM...